This data is from the Open Reaction Database (ORD), a public repository of structured organic reaction records. The task is: describe an organic reaction: reactants, conditions, products, and yield Reaction SMILES: [C:25]([O:26][CH2:27][CH3:28])(=[O:29])[CH3:30].[CH3:19][CH2:20][CH2:21][CH2:22][CH2:23][CH3:24].[CH3:31][N:32]([CH3:33])[CH:34]=[O:35].[Cl:5][c:6]1[cH:7][cH:8][c:9]([C:12]([C:13]#[C:14][C:15]#[N:16])([CH3:17])[CH3:18])[cH:10][cH:11]1.[Cs+:2].[F-:1].[FH:3].[K:4].[OH2:36]>>[F:1][C:13]([C:12]([c:9]1[cH:8][cH:7][c:6]([Cl:5])[cH:11][cH:10]1)([CH3:17])[CH3:18])=[CH:14][C:15]#[N:16]. Product: CC(C)(C(F)=CC#N)c1ccc(Cl)cc1. Reactants: CCOC(C)=O, CCCCCC, CN(C)C=O, CC(C)(C#CC#N)c1ccc(Cl)cc1, [Cs+], [F-], F, [K], O. The reactants are CCOC(C)=O, CCCCCC, Cc1ccccc1, C=Cc1ccc(Cl)cc1, C[N+]([O-])=C(Cn1ccnc1)c1ccco1. Product: CN1OC(c2ccc(Cl)cc2)CC1(Cn1ccnc1)c1ccco1. As a reaction SMILES: [C:31]([O:32][CH2:33][CH3:34])(=[O:35])[CH3:36].[CH3:25][CH2:26][CH2:27][CH2:28][CH2:29][CH3:30].[CH3:37][c:38]1[cH:39][cH:40][cH:41][cH:42][cH:43]1.[Cl:16][c:17]1[cH:18][cH:19][c:20]([CH:21]=[CH2:22])[cH:23][cH:24]1.[o:1]1[c:2]([C:6]([CH2:7][n:8]2[cH:9][n:10][cH:11][cH:12]2)=[N+:13]([CH3:14])[O-:15])[cH:3][cH:4][cH:5]1>>[o:1]1[c:2]([C:6]2([CH2:7][n:8]3[cH:9][n:10][cH:11][cH:12]3)[N:13]([CH3:14])[O:15][CH:21]([c:20]3[cH:19][cH:18][c:17]([Cl:16])[cH:24][cH:23]3)[CH2:22]2)[cH:3][cH:4][cH:5]1.